Dataset: the Open Reaction Database (ORD), a public repository of structured organic reaction records. Task: describe an organic reaction: reactants, conditions, products, and yield The reactants are O1CCN(CC1)CC1=C(O)C=C(C(=C1)O)CN1CCOCC1 (2,5-bis-(morpholinomethyl)-hydroquinone), [H-].[Na+] (sodium hydride), [N+](=O)([O-])C1=C(C=CC(=C1)S(=O)(=O)C(F)(F)F)Cl (2-nitro-4-(trifluoromethylsulfonyl)chlorobenzene). Run in C1CCOC1 (THF). Conditions: time 8 hour. Yields the product N1(CCOCC1)CC=1C(=CC(=C(C1)OC1=C(C=C(C=C1)S(=O)(=O)C(F)(F)F)[N+](=O)[O-])CN1CCOCC1)OC1=C(C=C(C=C1)S(=O)(=O)C(F)(F)F)[N+](=O)[O-] (3,6-Bis-(morpholin-4-ylmethyl)-2,5-bis-(2-nitro-4-trifluoromethanesulfonyl-phenoxy)-benzene). RXN SMILES: [O:1]1[CH2:6][CH2:5][N:4]([CH2:7][C:8]2[CH:14]=[C:13]([OH:15])[C:12]([CH2:16][N:17]3[CH2:22][CH2:21][O:20][CH2:19][CH2:18]3)=[CH:11][C:9]=2[OH:10])[CH2:3][CH2:2]1.[H-].[Na+].[N+:25]([C:28]1[CH:33]=[C:32]([S:34]([C:37]([F:40])([F:39])[F:38])(=[O:36])=[O:35])[CH:31]=[CH:30][C:29]=1Cl)([O-:27])=[O:26]>C1COCC1>[N:17]1([CH2:16][C:12]2[C:13]([O:15][C:29]3[CH:30]=[CH:31][C:32]([S:34]([C:37]([F:39])([F:40])[F:38])(=[O:36])=[O:35])=[CH:33][C:28]=3[N+:25]([O-:27])=[O:26])=[CH:14][C:8]([CH2:7][N:4]3[CH2:3][CH2:2][O:1][CH2:6][CH2:5]3)=[C:9]([O:10][C:29]3[CH:30]=[CH:31][C:32]([S:34]([C:37]([F:40])([F:39])[F:38])(=[O:36])=[O:35])=[CH:33][C:28]=3[N+:25]([O-:27])=[O:26])[CH:11]=2)[CH2:18][CH2:19][O:20][CH2:21][CH2:22]1 |f:1.2|. Reported procedure: To a solution of 2,5-bis-(morpholinomethyl)-hydroquinone (100 mg, 0.324 mmol) in THF was added sodium hydride (26 mg of 60% dispersion in mineral oil) followed by 2-nitro-4-(trifluoromethylsulfonyl)chlorobenzene (188 mg, 0.648 mmol). The mixture was stirred at room temperature for overnight. The reaction was extracted with ethyl acetate, the organic layer was washed with water and brine, dried, concentrated and purified to give the title compound. 1H NMR (300 MHz, DMSO-d6) δ 8.81 (d, J=2.2 Hz, 2... RXN SMILES: [CH3:21][C:22]#[N:23].[CH3:24][CH2:25][O:26][C:27](=[O:28])[CH3:29].[Cu:107]([I:108])[I:109].[I:1][c:2]1[cH:3][cH:4][c:5]2[c:6]([N:13]3[CH2:14][CH2:15][CH2:16][CH2:17]3)[cH:7][c:8]([CH3:12])[n:9][c:10]2[cH:11]1.[K:18][C:19]#[N:20].[cH:30]1[cH:31][cH:32][c:33]([P:34]([Pd:35]([P:36]([c:37]2[cH:38][cH:39][cH:40][cH:41][cH:42]2)([c:43]2[cH:44][cH:45][cH:46][cH:47][cH:48]2)[c:49]2[cH:50][cH:51][cH:52][cH:53][cH:54]2)([P:55]([c:56]2[cH:57][cH:58][cH:59][cH:60][cH:61]2)([c:62]2[cH:63][cH:64][cH:65][cH:66][cH:67]2)[c:68]2[cH:69][cH:70][cH:71][cH:72][cH:73]2)[P:74]([c:75]2[cH:76][cH:77][cH:78][cH:79][cH:80]2)([c:81]2[cH:82][cH:83][cH:84][cH:85][cH:86]2)[c:87]2[cH:88][cH:89][cH:90][cH:91][cH:92]2)([c:93]2[cH:94][cH:95][cH:96][cH:97][cH:98]2)[c:99]2[cH:100][cH:101][cH:102][cH:103][cH:104]2)[cH:105][cH:106]1>>[c:2]1([C:19]#[N:20])[cH:3][cH:4][c:5]2[c:6]([N:13]3[CH2:14][CH2:15][CH2:16][CH2:17]3)[cH:7][c:8]([CH3:12])[n:9][c:10]2[cH:11]1. Reactants: CC#N, CCOC(C)=O, I[Cu]I, Cc1cc(N2CCCC2)c2ccc(I)cc2n1, N#C[K], c1ccc(P(c2ccccc2)(c2ccccc2)[Pd](P(c2ccccc2)(c2ccccc2)c2ccccc2)(P(c2ccccc2)(c2ccccc2)c2ccccc2)P(c2ccccc2)(c2ccccc2)c2ccccc2)cc1. Product: Cc1cc(N2CCCC2)c2ccc(C#N)cc2n1. Reactants: C(C)(C)(C)OC(NC1CCN(CC1)C1=NN=NN1C)=O (tert-butyl[1-(1-methyl-1H-tetrazol-5-yl)-piperidin-4-yl]-carbamate), CS(=O)(=O)O (methanesulphonic acid). The solvent is C(C)(C)O (isopropanol). Reaction conditions: temperature 44 celsius. Product: CS(=O)(=O)O.CN1N=NN=C1N1CCC(CC1)N (1-(1-methyl-1H-tetrazol-5-yl)-piperidin-4-amine methanesulphonic acid salt). The yield is 91.1%. RXN SMILES: C(OC(=O)[NH:7][CH:8]1[CH2:13][CH2:12][N:11]([C:14]2[N:18]([CH3:19])[N:17]=[N:16][N:15]=2)[CH2:10][CH2:9]1)(C)(C)C.[CH3:21][S:22]([OH:25])(=[O:24])=[O:23]>C(O)(C)C>[CH3:21][S:22]([OH:25])(=[O:24])=[O:23].[CH3:19][N:18]1[C:14]([N:11]2[CH2:10][CH2:9][CH:8]([NH2:7])[CH2:13][CH2:12]2)=[N:15][N:16]=[N:17]1 |f:3.4|. Reported procedure: A mixture of tert-butyl[1-(1-methyl-1H-tetrazol-5-yl)-piperidin-4-yl]-carbamate (39.0 g, 0.138 mol) and methanesulphonic acid (23 mL, 0.354 mol) in isopropanol (290 mL) was stirred at 44° C. over night. The reaction mixture was cooled slowly to 0° C. and stirred for 2 hours. The precipitate was washed with cold isopropanol (2×25 mL) and dried to give 1-(1-methyl-1H-tetrazol-5-yl)-piperidin-4-amine methanesulphonic acid salt as a white powder (35.0 g). 1H NMR (300 MHz, MeOH-d4) ppm 1.75-1.94 (qd,... The product is ClC1=CC=C(C=C1)C(C1=CC=CC=C1)NC(=O)CNC(=O)C=1SC(=CC1)[N+](=O)[O-] (rac-5-Nitro-thiophene-2-carboxylic acid ({[(4-chloro-phenyl)-phenyl-methyl]-carbamoyl}-methyl)-amide). The reactants are Cl.NCC(=O)NC(C1=CC=CC=C1)C1=CC=C(C=C1)Cl (rac-2-amino-N-[(4-chloro-phenyl)-phenyl-methyl]-acetamide hydrochloride), [N+](=O)([O-])C1=CC=C(S1)C(=O)O (5-nitrothiophene-2-carboxylic acid). Procedure details: Prepared in analogy to example 1.12 from rac-2-amino-N-[(4-chloro-phenyl)-phenyl-methyl]-acetamide hydrochloride (Example 3.1) and 5-nitrothiophene-2-carboxylic acid. MS (m/e): 428.3 (MH−, 100%). As a reaction SMILES: Cl.[NH2:2][CH2:3][C:4]([NH:6][CH:7]([C:14]1[CH:19]=[CH:18][C:17]([Cl:20])=[CH:16][CH:15]=1)[C:8]1[CH:13]=[CH:12][CH:11]=[CH:10][CH:9]=1)=[O:5].[N+:21]([C:24]1[S:28][C:27]([C:29](O)=[O:30])=[CH:26][CH:25]=1)([O-:23])=[O:22]>>[Cl:20][C:17]1[CH:18]=[CH:19][C:14]([CH:7]([NH:6][C:4]([CH2:3][NH:2][C:29]([C:27]2[S:28][C:24]([N+:21]([O-:23])=[O:22])=[CH:25][CH:26]=2)=[O:30])=[O:5])[C:8]2[CH:13]=[CH:12][CH:11]=[CH:10][CH:9]=2)=[CH:15][CH:16]=1 |f:0.1|. The reactants are ClC1=CC=C(C=C1)CN1C(C2=C3C(C=CC=C13)=CC=C2)=S (1-p-chlorophenylmethylbenz[cd]indole-2(1H)-thione), N1(C=NC=C1)CCCN (1H-imidazole -1-propanamine), mercuric acetate. Solvent: C(C)O (ethyl alcohol). The product is ClC1=CC=C(C=C1)CN1C(C2=C3C(C=CC=C13)=CC=C2)=NCCCN2C=NC=C2 (N-[1-[(4-Chlorophenyl)methyl]benz[cd]indol-2(1H)-ylidene]-1H-imidazole-1-propanamine). Yield: 34.0%. Reaction SMILES: [Cl:1][C:2]1[CH:7]=[CH:6][C:5]([CH2:8][N:9]2[C:17]3[C:12]4[C:13](=[CH:18][CH:19]=[CH:20][C:11]=4[C:10]2=S)[CH:14]=[CH:15][CH:16]=3)=[CH:4][CH:3]=1.[N:22]1([CH2:27][CH2:28][CH2:29][NH2:30])[CH:26]=[CH:25][N:24]=[CH:23]1>C(O)C>[Cl:1][C:2]1[CH:7]=[CH:6][C:5]([CH2:8][N:9]2[C:17]3[C:12]4[C:13](=[CH:18][CH:19]=[CH:20][C:11]=4[C:10]2=[N:30][CH2:29][CH2:28][CH2:27][N:22]2[CH:26]=[CH:25][N:24]=[CH:23]2)[CH:14]=[CH:15][CH:16]=3)=[CH:4][CH:3]=1. Procedure: A mixture of 2.5 g of 1-p-chlorophenylmethylbenz[cd]indole-2(1H)-thione (Cp), 1.1 g of 1H-imidazole -1-propanamine, 200 ml of ethyl alcohol, and 2.6 g of mercuric acetate is reacted as described in Example 3, giving 1.1 g of the desired product, mp. 90°-91° C. Starting materials: FC1=C(N)C=C(C=C1)OC1CCCC1 (2-Fluoro-5-cyclopentyloxyaniline), C1(C2=C(C(=O)O1)CCCC2)=O (3,4,5,6-tetrahydrophthalic anhydride), O (water). Solvent: C(C)(=O)O (acetic acid). The product is FC1=C(C=C(C=C1)OC1CCCC1)N1C(C2=C(C1=O)CCCC2)=O (N-(2-fluoro-5-cyclopentyloxyphenyl)-3,4,5,6-tetrahydrophthalimide). Yield: 34.0%. Reaction SMILES: [F:1][C:2]1[CH:8]=[CH:7][C:6]([O:9][CH:10]2[CH2:14][CH2:13][CH2:12][CH2:11]2)=[CH:5][C:3]=1[NH2:4].[C:15]1(=O)[O:20][C:18](=[O:19])[C:17]2[CH2:21][CH2:22][CH2:23][CH2:24][C:16]1=2.O>C(O)(=O)C>[F:1][C:2]1[CH:8]=[CH:7][C:6]([O:9][CH:10]2[CH2:14][CH2:13][CH2:12][CH2:11]2)=[CH:5][C:3]=1[N:4]1[C:18](=[O:19])[C:17]2[CH2:21][CH2:22][CH2:23][CH2:24][C:16]=2[C:15]1=[O:20]. Reported procedure: 2-Fluoro-5-cyclopentyloxyaniline (330 mg, 1.69 mmol), 3,4,5,6-tetrahydrophthalic anhydride (258 mg, 1.70 mmol) and acetic acid (10 ml) as a solvent were placed in a round bottom flask (50 cc) followed by heating under refluxing for 5 hours. After completion of the reaction, the reaction solution was cooled to room temperature, water was added thereto, and the mixture was extracted with ethyl acetate (20 ml×3 portions). The organic layers were combined, and, after washing with water and a saturat...